Dataset: the Open Reaction Database (ORD), a public repository of structured organic reaction records. Task: describe an organic reaction: reactants, conditions, products, and yield The reactants are C(#N)C=1C=C(OCCNC(=O)C2=CC=C(C(=O)OC)C=C2)C=CC1 (methyl 4-[N-[2-(3-cyanophenoxy)ethyl]carbamoyl]benzoate), [OH-].[Na+] (sodium hydroxide). The solvent is C(C)O (ethanol), C1CCOC1 (THF). Run at time 8 hour. The product is C(#N)C=1C=C(OCCNC(=O)C2=CC=C(C(=O)O)C=C2)C=CC1 (4-[N-[2-(3-cyanophenoxy)ethyl]carbamoyl]benzoic acid). Reaction SMILES: [C:1]([C:3]1[CH:4]=[C:5]([CH:22]=[CH:23][CH:24]=1)[O:6][CH2:7][CH2:8][NH:9][C:10]([C:12]1[CH:21]=[CH:20][C:15]([C:16]([O:18]C)=[O:17])=[CH:14][CH:13]=1)=[O:11])#[N:2].[OH-].[Na+]>C(O)C.C1COCC1>[C:1]([C:3]1[CH:4]=[C:5]([CH:22]=[CH:23][CH:24]=1)[O:6][CH2:7][CH2:8][NH:9][C:10]([C:12]1[CH:13]=[CH:14][C:15]([C:16]([OH:18])=[O:17])=[CH:20][CH:21]=1)=[O:11])#[N:2] |f:1.2|. Procedure: 310 mg (1 mmol) of methyl 4-[N-[2-(3-cyanophenoxy)ethyl]carbamoyl]benzoate was stirred in 15 ml of ethanol and 15 ml of THF. 3 ml of 1 N aqueous sodium hydroxide solution was added thereto and they were stirred at room temperature overnight. The reaction liquid was distilled under reduced pressure and then 1 N hydrochloric acid was added to the residue. After the extraction with ethyl acetate, the extract was washed with a saturated aqueous NaCl solution and then dried over anhydrous magnesium s... Reactants: CC(O)C1CCN(c2nnn(C(C)C)n2)CC1, CS(=O)(=O)c1ccc(-c2cnc(O)cn2)cc1. Product: CC(Oc1cnc(-c2ccc(S(C)(=O)=O)cc2)cn1)C1CCN(c2nnn(C(C)C)n2)CC1. Reaction SMILES: [CH3:18][CH:19]([CH3:20])[n:21]1[n:22][c:23]([N:26]2[CH2:27][CH2:28][CH:29]([CH:32]([CH3:33])[OH:34])[CH2:30][CH2:31]2)[n:24][n:25]1.[CH3:1][S:2](=[O:3])(=[O:4])[c:5]1[cH:6][cH:7][c:8](-[c:11]2[n:12][cH:13][c:14]([OH:17])[n:15][cH:16]2)[cH:9][cH:10]1>>[CH3:1][S:2](=[O:3])(=[O:4])[c:5]1[cH:6][cH:7][c:8](-[c:11]2[n:12][cH:13][c:14]([O:17][CH:32]([CH:29]3[CH2:28][CH2:27][N:26]([c:23]4[n:22][n:21]([CH:19]([CH3:18])[CH3:20])[n:25][n:24]4)[CH2:31][CH2:30]3)[CH3:33])[n:15][cH:16]2)[cH:9][cH:10]1.